From a dataset of the Open Reaction Database (ORD), a public repository of structured organic reaction records. describe an organic reaction: reactants, conditions, products, and yield RXN SMILES: [CH3:16][SiH:17]([N:18]([CH3:20])[Si:21]([CH3:22])([CH3:23])[CH3:24])[CH3:19].[CH3:28][OH:29].[CH:25]([NH2:26])=[O:27].[OH:1][CH:2]([CH2:3][OH:4])[CH:5]1[CH:6]([n:8]2[c:9](=[O:10])[nH:11][c:12](=[O:13])[cH:14][cH:15]2)[CH2:7]1>>[OH:1][CH:2]([CH2:3][OH:4])[CH:5]1[CH:6]([n:8]2[c:9](=[O:10])[n:11][c:12]([NH2:18])[cH:14][cH:15]2)[CH2:7]1. Reactants: CN([SiH](C)C)[Si](C)(C)C, CO, NC=O, O=c1ccn(C2CC2C(O)CO)c(=O)[nH]1. Yields the product Nc1ccn(C2CC2C(O)CO)c(=O)n1.